describe an organic reaction: reactants, conditions, products, and yield From a dataset of the Open Reaction Database (ORD), a public repository of structured organic reaction records. The reactants are ClC1=C2C=CC(=NC2=NC=C1)C (5-Chloro-2-methyl-[1,8]naphthyridine), NC1=C(OC2=CC=C(C=C2)O)C=CC(=C1)Cl (4-(2-Amino-4-chloro-phenoxy)-phenol). Solvent: C(C)O (ethanol). Yields the product ClC1=CC(=C(OC2=CC=C(C=C2)O)C=C1)NC1=CC=NC2=NC(=CC=C12)C (4-[4-Chloro-2-(7-methyl-[1,8]naphthyridin-4-ylamino)-phenoxy]-phenol). As a reaction SMILES: Cl[C:2]1[CH:11]=[CH:10][N:9]=[C:8]2[C:3]=1[CH:4]=[CH:5][C:6]([CH3:12])=[N:7]2.[NH2:13][C:14]1[CH:27]=[C:26]([Cl:28])[CH:25]=[CH:24][C:15]=1[O:16][C:17]1[CH:22]=[CH:21][C:20]([OH:23])=[CH:19][CH:18]=1>C(O)C>[Cl:28][C:26]1[CH:25]=[CH:24][C:15]([O:16][C:17]2[CH:18]=[CH:19][C:20]([OH:23])=[CH:21][CH:22]=2)=[C:14]([NH:13][C:2]2[C:3]3[C:8](=[N:7][C:6]([CH3:12])=[CH:5][CH:4]=3)[N:9]=[CH:10][CH:11]=2)[CH:27]=1. Reported procedure: The product from Example 1d (80 mg, 4.5 mmol) was reacted with the product from Example 165c (106 mg, 4.5 mmol) in ethanol (15 mL) at 85° C. in a sealed tube for 18 h giving the crude title compound which was purified by HPLC with TFA providing the product as the trifluoroacetic acid (40 mg, 18%). The reactants are C(#N)N=C(OC(C)C)C=1C=NC=CC1 (Isopropyl N-cyano-3-pyridinecarboximidate), C1(=CC=CC=C1)C(CCN)C1=CC=CC=C1 (3,3-diphenylpropylamine). The solvent is CO (methanol). Conditions: time 1 hour. Yields the product C(#N)NC(=NCCC(C1=CC=CC=C1)C1=CC=CC=C1)C=1C=NC=CC1 (N-cyano N'-(3,3-diphenylpropvl)-3-pyridinecarboximidamide). Yield: 62.5%. Reaction SMILES: [C:1]([N:3]=[C:4]([C:9]1[CH:10]=[N:11][CH:12]=[CH:13][CH:14]=1)OC(C)C)#[N:2].[C:15]1([CH:21]([C:25]2[CH:30]=[CH:29][CH:28]=[CH:27][CH:26]=2)[CH2:22][CH2:23][NH2:24])[CH:20]=[CH:19][CH:18]=[CH:17][CH:16]=1>CO>[C:1]([NH:3][C:4]([C:9]1[CH:10]=[N:11][CH:12]=[CH:13][CH:14]=1)=[N:24][CH2:23][CH2:22][CH:21]([C:15]1[CH:20]=[CH:19][CH:18]=[CH:17][CH:16]=1)[C:25]1[CH:30]=[CH:29][CH:28]=[CH:27][CH:26]=1)#[N:2]. Procedure: Isopropyl N-cyano-3-pyridinecarboximidate (0.60 g, 3.2 mmol) was dissolved in methanol (10 ml), and 3,3-diphenylpropylamine (0.74 g, 3.5 mmol) was added. The mixture was stirred at .room temperature for 1 hour. After the reaction was completed, the reaction solution was concentrated under reduced pressure. The residual concentrate thus obtained was subjected to chromatography on a silica gel column (WAKO GEL C-200, 50 g) eluting with chloroform-methanol (100:1). The eluted fractions were concent... Reactants: C([C@H](O)[C@@H](O)C(=O)O)(=O)O (L-(+)-tartaric acid), CO (methanol), FC=1C=CC=C2C(=CNC12)CCNCC1=CC(=CC=C1)OCC(C(F)F)(F)F (N-(2-(7-fluoro-1H-indol-3-yl)ethyl)-3-(2,2,3,3-tetrafluoropropoxy)benzylamine). Solvent: C(C)(=O)OCC (ethyl acetate). Yields the product C(=O)(O)[C@H](O)[C@@H](O)C(=O)O.FC=1C=CC=C2C(=CNC12)CCNCC1=CC(=CC=C1)OCC(C(F)F)(F)F (2-(7-Fluoro-1H-indol-3-yl)ethyl-3-(2,2,3,3-tetrafluoropropoxy)benzylamine L(+)tartrate). As a reaction SMILES: [C:1]([OH:10])(=[O:9])[C@@H:2]([C@H:4]([C:6]([OH:8])=[O:7])[OH:5])[OH:3].CO.[F:13][C:14]1[CH:15]=[CH:16][CH:17]=[C:18]2[C:22]=1[NH:21][CH:20]=[C:19]2[CH2:23][CH2:24][NH:25][CH2:26][C:27]1[CH:32]=[CH:31][CH:30]=[C:29]([O:33][CH2:34][C:35]([F:40])([F:39])[CH:36]([F:38])[F:37])[CH:28]=1>C(OCC)(=O)C>[C:6]([C@@H:4]([C@H:2]([C:1]([OH:10])=[O:9])[OH:3])[OH:5])([OH:8])=[O:7].[F:13][C:14]1[CH:15]=[CH:16][CH:17]=[C:18]2[C:22]=1[NH:21][CH:20]=[C:19]2[CH2:23][CH2:24][NH:25][CH2:26][C:27]1[CH:32]=[CH:31][CH:30]=[C:29]([O:33][CH2:34][C:35]([F:40])([F:39])[CH:36]([F:38])[F:37])[CH:28]=1 |f:4.5|. Procedure details: Add L-(+)-tartaric acid (49 mg, 0.33 mmol) and methanol to a solution of (N-(2-(7-fluoro-1H-indol-3-yl)ethyl)-3-(2,2,3,3-tetrafluoropropoxy)benzylamine (130 mg, 0.33 mmol) in ethyl acetate. Evaporate the solvent to give a gum. Crystallize the gum from diethyl ether/ethyl acetate to give the title compound: mp 192–194° C.